This data is from the Open Reaction Database (ORD), a public repository of structured organic reaction records. The task is: describe an organic reaction: reactants, conditions, products, and yield Yields the product C(C=C)N1C(C=CC2=CC(=C(C=C12)N1C(N(C(=CC1=O)C(F)(F)F)C)=O)F)=O (3-[1-(2-propen-1-yl)-6-fluoroquinolin-2-on-7-yl]-1-methyl-6-trifluoromethyluracil). Run in CN(C=O)C (N,N-dimethylformamide). As a reaction SMILES: [F:1][C:2]1[CH:3]=[C:4]2[C:9](=[CH:10][C:11]=1[N:12]1[C:17](=[O:18])[CH:16]=[C:15]([C:19]([F:22])([F:21])[F:20])[N:14]([CH3:23])[C:13]1=[O:24])[NH:8][C:7](=[O:25])[CH:6]=[CH:5]2.Br[CH2:27][CH:28]=[CH2:29].C(=O)([O-])[O-].[K+].[K+]>CN(C)C=O>[CH2:29]([N:8]1[C:9]2[C:4](=[CH:3][C:2]([F:1])=[C:11]([N:12]3[C:17](=[O:18])[CH:16]=[C:15]([C:19]([F:21])([F:22])[F:20])[N:14]([CH3:23])[C:13]3=[O:24])[CH:10]=2)[CH:5]=[CH:6][C:7]1=[O:25])[CH:28]=[CH2:27] |f:2.3.4|. Procedure details: These compounds were prepared in a manner analogous to that of Step I of Example 1, using 0.5 gram (0.001 mole) of 3-(6-fluoroquinolin-2-on-7-yl)-1-methyl-6-trifluoromethyluracil (prepared in Step H of Example 1), 0.5 gram (0.003 mole) of 3-bromopropene, and 0.4 gram (0.003 mole) potassium carbonate in 40 mL of N,N-dimethylformamide. The crude reaction product was subjected to column chromatography on silica gel. Elution was accomplished using 1:1 ethyl acetate-heptane and ethyl acetate. The app... Reactants: FC=1C=C2C=CC(NC2=CC1N1C(N(C(=CC1=O)C(F)(F)F)C)=O)=O (3-(6-fluoroquinolin-2-on-7-yl)-1-methyl-6-trifluoromethyluracil), BrCC=C (3-bromopropene), C([O-])([O-])=O.[K+].[K+] (potassium carbonate). Yield: 75.9%. Procedure: 135 mg (0.61 mmol) of indium(III) chloride and 0.07 ml (0.92 mmol) of trifluoroacetic acid were added to 132 mg (0.61 mmol) of the compound from Example 86A and 100 mg (0.51 mmol) of the compound from Example 152A in 5 ml of dichloromethane, and the mixture was stirred at RT overnight. It was concentrated and the residue was purified by preparative HPLC (RP18 column; mobile phase: acetonitrile/water gradient with addition of 0.1% formic acid) to result in 29.0 mg (15% of theory) of the title com... The reactants are [Cl-].[In+3].[Cl-].[Cl-] (indium(III) chloride), FC(C(=O)O)(F)F (trifluoroacetic acid), CS(=O)(=O)CC=1C=CC=C2C=CNC12 (7-[(Methylsulfonyl)methyl]-1H-indole), ClC1=C(C=CC(=C1)C)C(O)C1CC1 ((2-Chloro-4-methylphenyl)(cyclopropyl)methanol). Reaction SMILES: [Cl-].[In+3].[Cl-].[Cl-].FC(F)(F)C(O)=O.[CH3:12][S:13]([CH2:16][C:17]1[CH:18]=[CH:19][CH:20]=[C:21]2[C:25]=1[NH:24][CH:23]=[CH:22]2)(=[O:15])=[O:14].[Cl:26][C:27]1[CH:32]=[C:31]([CH3:33])[CH:30]=[CH:29][C:28]=1[CH:34]([CH:36]1[CH2:38][CH2:37]1)O>ClCCl>[Cl:26][C:27]1[CH:32]=[C:31]([CH3:33])[CH:30]=[CH:29][C:28]=1[CH:34]([CH:36]1[CH2:38][CH2:37]1)[C:22]1[C:21]2[C:25](=[C:17]([CH2:16][S:13]([CH3:12])(=[O:15])=[O:14])[CH:18]=[CH:19][CH:20]=2)[NH:24][CH:23]=1 |f:0.1.2.3|. Product: ClC1=C(C=CC(=C1)C)C(C1=CNC2=C(C=CC=C12)CS(=O)(=O)C)C1CC1 (3-[(2-Chloro-4-methylphenyl)(cyclopropyl)methyl]-7-[(methylsulfonyl)methyl]-1H-indole). Reaction conditions: time 8 hour. Run in ClCCl (dichloromethane). Reactants: Isopentyl nitrile, O1CCOC2=C1C=CC(=C2)NC2=NC=CC(=C2)N (N2-(2,3-dihydro-benzo[1,4]dioxin-6-yl)-pyridine-2,4-diamine), [I-].[K+] (potassium iodide), II (iodine). The reagents and catalysts are [Cu]I (copper (I) iodide). Solvent: COCCOC (1,2-dimethoxyethane). Run at temperature 62.5 celsius. The product is O1CCOC2=C1C=CC(=C2)NC2=NC=CC(=C2)I ((2,3-Dihydro-benzo[1,4]dioxin-6-yl)-(4-iodo-pyridin-2-yl)-amine). RXN SMILES: [O:1]1[C:6]2[CH:7]=[CH:8][C:9]([NH:11][C:12]3[CH:17]=[C:16](N)[CH:15]=[CH:14][N:13]=3)=[CH:10][C:5]=2[O:4][CH2:3][CH2:2]1.[I-:19].[K+].II>COCCOC.[Cu]I>[O:1]1[C:6]2[CH:7]=[CH:8][C:9]([NH:11][C:12]3[CH:17]=[C:16]([I:19])[CH:15]=[CH:14][N:13]=3)=[CH:10][C:5]=2[O:4][CH2:3][CH2:2]1 |f:1.2|. Reported procedure: Isopentyl nitrile (Aldrich Chemical Company) (3.9 mL, 29 mmol) was added to a mixture of N2-(2,3-dihydro-benzo[1,4]dioxin-6-yl)-pyridine-2,4-diamine (Example 2(a), 2.4 g, 9.8 mmol), potassium iodide (Aldrich Chemical Company) (1.6 g, 9.8 mmol), iodine (Aldrich Chemical Company) (1.2 g, 4.9 mmol) and copper (I) iodide (Aldrich Chemical Company) (1.9 g, 9.8 mmol) in 1,2-dimethoxyethane (60 mL). The reaction mixture was heated at 60-65° C. for 1 hr. After cooling to room temperature, the insoluble ... Reactants: CC(O)c1ccc(-c2ccc(OCc3ccccc3)cc2)cc1, CC(=O)Cl, Cc1ccccc1, O, c1ccncc1. The product is CC(=O)OC(C)c1ccc(-c2ccc(OCc3ccccc3)cc2)cc1. As a reaction SMILES: [CH2:1]([c:2]1[cH:3][cH:4][cH:5][cH:6][cH:7]1)[O:8][c:9]1[cH:10][cH:11][c:12](-[c:15]2[cH:16][cH:17][c:18]([CH:21]([CH3:22])[OH:23])[cH:19][cH:20]2)[cH:13][cH:14]1.[CH3:24][C:25]([Cl:26])=[O:27].[CH3:29][c:30]1[cH:31][cH:32][cH:33][cH:34][cH:35]1.[OH2:28].[cH:36]1[cH:37][cH:38][n:39][cH:40][cH:41]1>>[CH2:1]([c:2]1[cH:3][cH:4][cH:5][cH:6][cH:7]1)[O:8][c:9]1[cH:10][cH:11][c:12](-[c:15]2[cH:16][cH:17][c:18]([CH:21]([CH3:22])[O:23][C:25]([CH3:24])=[O:27])[cH:19][cH:20]2)[cH:13][cH:14]1. Reactants: BrC=1C=C(C=CC1)C=1SC2=C(N1)C=C(C(=C2C2=CC=C(C=C2)Cl)[C@@H](C(=O)OCC)OC(C)(C)C)C ((S)-ethyl 2-(2-(3-bromophenyl)-7-(4-chlorophenyl)-5-methylbenzo[d]thiazol-6-yl)-2-tert-butoxyacetate), N1=CN=CC(=C1)B(O)O (5-pyrimidineboronic acid), C(=O)([O-])[O-].[K+].[K+] (K2CO3). The product is C(C)(C)(C)O[C@H](C(=O)OCC)C1=C(C2=C(N=C(S2)C2=CC(=CC=C2)C=2C=NC=NC2)C=C1C)C1=CC=C(C=C1)Cl ((S)-ethyl 2-tert-butoxy-2-(7-(4-chlorophenyl)-5-methyl-2-(3-(pyrimidin-5-yl)phenyl)benzo[d]thiazol-6-yl)acetate). The solvent is O1CCOCC1 (dioxane). As a reaction SMILES: Br[C:2]1[CH:3]=[C:4]([C:8]2[S:9][C:10]3[C:16]([C:17]4[CH:22]=[CH:21][C:20]([Cl:23])=[CH:19][CH:18]=4)=[C:15]([C@H:24]([O:30][C:31]([CH3:34])([CH3:33])[CH3:32])[C:25]([O:27][CH2:28][CH3:29])=[O:26])[C:14]([CH3:35])=[CH:13][C:11]=3[N:12]=2)[CH:5]=[CH:6][CH:7]=1.[N:36]1[CH:41]=[C:40](B(O)O)[CH:39]=[N:38][CH:37]=1.C([O-])([O-])=O.[K+].[K+]>O1CCOCC1.C1C=CC([P]([Pd]([P](C2C=CC=CC=2)(C2C=CC=CC=2)C2C=CC=CC=2)([P](C2C=CC=CC=2)(C2C=CC=CC=2)C2C=CC=CC=2)[P](C2C=CC=CC=2)(C2C=CC=CC=2)C2C=CC=CC=2)(C2C=CC=CC=2)C2C=CC=CC=2)=CC=1>[C:31]([O:30][C@@H:24]([C:15]1[C:14]([CH3:35])=[CH:13][C:11]2[N:12]=[C:8]([C:4]3[CH:5]=[CH:6][CH:7]=[C:2]([C:40]4[CH:41]=[N:36][CH:37]=[N:38][CH:39]=4)[CH:3]=3)[S:9][C:10]=2[C:16]=1[C:17]1[CH:22]=[CH:21][C:20]([Cl:23])=[CH:19][CH:18]=1)[C:25]([O:27][CH2:28][CH3:29])=[O:26])([CH3:34])([CH3:33])[CH3:32] |f:2.3.4,^1:60,62,81,100|. Run at temperature 120 celsius. Procedure details: The reaction mixture of (S)-ethyl 2-(2-(3-bromophenyl)-7-(4-chlorophenyl)-5-methylbenzo[d]thiazol-6-yl)-2-tert-butoxyacetate (12 mg, 0.025 mmol), 5-pyrimidineboronic acid (5 mg, 0.0375 mmol), 2N K2CO3 (60 μL), Pd(PPh3)4 (3 mg, 0.0025 mmol) in dioxane (1 mL) was heated at 120° C. in sealed tube. After the reaction was finished, the reaction was washed by sat. NaHCO3, extracted by EtOAc, the organic phase was dried over MgSO4, filtered, concentrated down and purified by silica gel column, eluting ... The reagents and catalysts are C=1C=CC(=CC1)[P](C=2C=CC=CC2)(C=3C=CC=CC3)[Pd]([P](C=4C=CC=CC4)(C=5C=CC=CC5)C=6C=CC=CC6)([P](C=7C=CC=CC7)(C=8C=CC=CC8)C=9C=CC=CC9)[P](C=1C=CC=CC1)(C=1C=CC=CC1)C=1C=CC=CC1 (Pd(PPh3)4). Starting materials: CCOCC (ether), BrCC(C(=O)OCC)=O (ethyl bromopyruvate), C1C(C)O1 (propylene oxide), NC1=NC2=CC=CC(=C2C=C1)Cl (2-amino-5-chloroquinoline). Run in C(OC)COC (dimethoxyethane). Run at time 2 hour. Product: ClC1=C2C=CC=3N(C2=CC=C1)C=C(N3)C(=O)OCC (ethyl 6-chloroimidazo-[1,2-a]-quinoline-2-carboxylate). RXN SMILES: [NH2:1][C:2]1[CH:11]=[CH:10][C:9]2[C:4](=[CH:5][CH:6]=[CH:7][C:8]=2[Cl:12])[N:3]=1.Br[CH2:14][C:15](=O)[C:16]([O:18][CH2:19][CH3:20])=[O:17].C1OC1C.CCOCC>C(COC)OC>[Cl:12][C:8]1[CH:7]=[CH:6][CH:5]=[C:4]2[C:9]=1[CH:10]=[CH:11][C:2]1[N:3]2[CH:14]=[C:15]([C:16]([O:18][CH2:19][CH3:20])=[O:17])[N:1]=1. Procedure details: 140 mg of 2-amino-5-chloroquinoline were dissolved in 2.5 ml of dimethoxyethane and then a mixture of 170 mg of ethyl bromopyruvate and 30 mg of propylene oxide was added. The mixture was stirred at room temperature for 2 hours and 2 ml of ether were added. Then, the mixture was cooled in ice and the precipitated quaternary salt was filtered off, was dissolved in 5 ml of ethanol and the solution was heated at reflux for 2 hours. Then, the solvent was removed under vacuum and the residue was part...